This data is from the Open Reaction Database (ORD), a public repository of structured organic reaction records. The task is: describe an organic reaction: reactants, conditions, products, and yield Reactants: [Br-], Cc1c(Br)cccc1C1=NC(C)(C)CO1, CC[Mg+], CCOCC. Product: CCc1cccc(C2=NC(C)(C)CO2)c1C. RXN SMILES: [Br-:16].[Br:1][c:2]1[c:3]([CH3:15])[c:4]([C:8]2=[N:12][C:11]([CH3:13])([CH3:14])[CH2:10][O:9]2)[cH:5][cH:6][cH:7]1.[CH2:17]([CH3:18])[Mg+:19].[CH2:20]([O:21][CH2:22][CH3:23])[CH3:24]>>[c:2]1([CH2:17][CH3:18])[c:3]([CH3:15])[c:4]([C:8]2=[N:12][C:11]([CH3:13])([CH3:14])[CH2:10][O:9]2)[cH:5][cH:6][cH:7]1. The reactants are C(C)OC(C(CC1=NN(C(=C1)C1=CC(=C(C=C1)Cl)Cl)C1=CC=C(C=C1)OC)(C=1C=C(C=CC1)C)C)=O (3-[5-(3,4-dichloro-phenyl)-1-(4-methoxy-phenyl)-1H-pyrazol-3-yl]-2-methyl-2-m-tolyl-propionic acid ethyl ester), [OH-].[Li+] (lithium hydroxide), C1CCOC1 (THF), CO (MeOH). Solvent: O (water). Yields the product ClC=1C=C(C=CC1Cl)C1=CC(=NN1C1=CC=C(C=C1)OC)CC(C(=O)O)(C=1C=C(C=CC1)C)C (3-[5-(3,4-dichloro-phenyl)-1-(4-methoxy-phenyl)-1H-pyrazol-3-yl]-2-methyl-2-m-tolyl-propionic acid). RXN SMILES: C([O:3][C:4](=[O:36])[C:5]([CH3:35])([C:28]1[CH:29]=[C:30]([CH3:34])[CH:31]=[CH:32][CH:33]=1)[CH2:6][C:7]1[CH:11]=[C:10]([C:12]2[CH:17]=[CH:16][C:15]([Cl:18])=[C:14]([Cl:19])[CH:13]=2)[N:9]([C:20]2[CH:25]=[CH:24][C:23]([O:26][CH3:27])=[CH:22][CH:21]=2)[N:8]=1)C.[OH-].[Li+].C1COCC1.CO>O>[Cl:19][C:14]1[CH:13]=[C:12]([C:10]2[N:9]([C:20]3[CH:21]=[CH:22][C:23]([O:26][CH3:27])=[CH:24][CH:25]=3)[N:8]=[C:7]([CH2:6][C:5]([CH3:35])([C:28]3[CH:29]=[C:30]([CH3:34])[CH:31]=[CH:32][CH:33]=3)[C:4]([OH:36])=[O:3])[CH:11]=2)[CH:17]=[CH:16][C:15]=1[Cl:18] |f:1.2|. Reported procedure: The title compound was prepared by Method 2 from 3-[5-(3,4-dichloro-phenyl)-1-(4-methoxy-phenyl)-1H-pyrazol-3-yl]-2-methyl-2-m-tolyl-propionic acid ethyl ester (0.11 g, 0.21 mmol), lithium hydroxide (88 mg, 2.1 mmol), THF (2.3 mL), MeOH (0.87 mL) and water (0.87 mL) giving 93 mg (90%) of 3-[5-(3,4-dichloro-phenyl)-1-(4-methoxy-phenyl)-1H-pyrazol-3-yl]-2-methyl-2-m-tolyl-propionic acid. HPLC: Rt=3.42 (Method B). MS (ES+): mass calculated for C27H24Cl2N2O3, 494.12; m/z found 495.0 [M+H]+. 1H NMR (... Isolated yield 89.4%.